Dataset: the Open Reaction Database (ORD), a public repository of structured organic reaction records. Task: describe an organic reaction: reactants, conditions, products, and yield The reactants are CCN(CC)S(F)(F)F, ClCCl, CC(C)S(=O)(=O)NC1CCCC1(O)c1ccc(OCCNS(C)(=O)=O)cc1. The product is CC(C)S(=O)(=O)NC1CCCC1(F)c1ccc(OCCNS(C)(=O)=O)cc1. As a reaction SMILES: [CH2:28]([N:29]([S:30]([F:31])([F:32])[F:34])[CH2:33][CH3:35])[CH3:36].[Cl:37][CH2:38][Cl:39].[OH:1][C:2]1([c:14]2[cH:15][cH:16][c:17]([O:20][CH2:21][CH2:22][NH:23][S:24](=[O:25])(=[O:26])[CH3:27])[cH:18][cH:19]2)[CH:3]([NH:7][S:8](=[O:9])(=[O:10])[CH:11]([CH3:12])[CH3:13])[CH2:4][CH2:5][CH2:6]1>>[C:2]1([c:14]2[cH:15][cH:16][c:17]([O:20][CH2:21][CH2:22][NH:23][S:24](=[O:25])(=[O:26])[CH3:27])[cH:18][cH:19]2)([F:34])[CH:3]([NH:7][S:8](=[O:9])(=[O:10])[CH:11]([CH3:12])[CH3:13])[CH2:4][CH2:5][CH2:6]1. Starting materials: C(C)OC(CC1N(C(C2=CC=C(C=C12)C(F)(F)F)=O)CC1CC1)=O ((2-cyclopropylmethyl-3-oxo-6-trifluoromethyl-2,3-dihydro-1H-isoindol-1-yl)acetic acid ethyl ester), aqueous solution, [OH-].[Na+] (NaOH). The solvent is C(C)O (ethanol). Run at time 3 hour. The product is C1(CC1)CN1C(C2=CC(=CC=C2C1=O)C(F)(F)F)CC(=O)O ((2-Cyclopropylmethyl-3-oxo-6-trifluoromethyl-2,3-dihydro-1H-isoindol-1-yl)-acetic acid). The yield is 38.1%. As a reaction SMILES: C([O:3][C:4](=[O:24])[CH2:5][CH:6]1[C:14]2[C:9](=[CH:10][CH:11]=[C:12]([C:15]([F:18])([F:17])[F:16])[CH:13]=2)[C:8](=[O:19])[N:7]1[CH2:20][CH:21]1[CH2:23][CH2:22]1)C.[OH-].[Na+]>C(O)C>[CH:21]1([CH2:20][N:7]2[C:8](=[O:19])[C:9]3[C:14](=[CH:13][C:12]([C:15]([F:17])([F:18])[F:16])=[CH:11][CH:10]=3)[CH:6]2[CH2:5][C:4]([OH:24])=[O:3])[CH2:23][CH2:22]1 |f:1.2|. Reported procedure: 1.0 g of (2-cyclopropylmethyl-3-oxo-6-trifluoromethyl-2,3-dihydro-1H-isoindol-1-yl)acetic acid ethyl ester were dissolved using 10 ml of ethanol and 3.5 ml of a 1 N aqueous solution of NaOH added. The mixture was stirred for 3 h at ambient temperature and then the solvent removed in vacuo. Afterwards, 30 ml of water were added and the pH of the solution adjusted to pH=2 using aqueous HCl-solution. The solution was then extracted three times using 50 ml of EA each. The organic layer was dried ove... The reactants are [Br-], CC(C)CCCC(C)OCCO, [O-]Cl, ClCCl, [K+], [Na+], O. The product is CC(C)CCCC(C)OCC=O. RXN SMILES: [Br-:17].[CH3:4][CH:5]([CH2:6][CH2:7][CH2:8][CH:9]([CH3:10])[CH3:11])[O:12][CH2:13][CH2:14][OH:15].[Cl:18][O-:19].[Cl:1][CH2:2][Cl:3].[K+:16].[Na+:20].[OH2:21]>>[CH3:4][CH:5]([CH2:6][CH2:7][CH2:8][CH:9]([CH3:10])[CH3:11])[O:12][CH2:13][CH:14]=[O:15]. Reactants: [N+](=O)([O-])C1=C(C=CC(=C1)OC1=C2C(=NC=C1)NC=C2)O (2-Nitro-4-(1H-pyrrolo[2,3-b]pyridin-4-yloxy)-phenol). Reagents/catalysts: [Pd] (Pd/C). The solvent is CO (MeOH). Run at time 16 hour. Yields the product NC1=C(C=CC(=C1)OC1=C2C(=NC=C1)NC=C2)O (2-Amino-4-(1H-pyrrolo[2,3-b]pyridin-4-yloxy)-phenol). RXN SMILES: [N+:1]([C:4]1[CH:9]=[C:8]([O:10][C:11]2[CH:16]=[CH:15][N:14]=[C:13]3[NH:17][CH:18]=[CH:19][C:12]=23)[CH:7]=[CH:6][C:5]=1[OH:20])([O-])=O>[Pd].CO>[NH2:1][C:4]1[CH:9]=[C:8]([O:10][C:11]2[CH:16]=[CH:15][N:14]=[C:13]3[NH:17][CH:18]=[CH:19][C:12]=23)[CH:7]=[CH:6][C:5]=1[OH:20]. Procedure details: 2-Nitro-4-(1H-pyrrolo[2,3-b]pyridin-4-yloxy)-phenol (Step c, 3 g, 11.1 mmol) was dissolved into MeOH (100 mL) and the atmosphere was replaced by argon. A catalytic amount of 10% Pd/C was added and the argon was replaced by a H2 atmosphere. The mixture was stirred for 16 h at RT at balloon pressure. The Pd/C was filtered and the obtained 2-amino-4-(1H-pyrrolo[2,3-b]pyridin-4-yloxy)-phenol was used crude in the next step. The reactants are C1(CC1)N (cyclopropylamine), ClC1=C(C(=O)C(C(=O)[O-])=COCC)C=C(C(=C1)Cl)F (2-(2,4-dichloro-5-fluorobenzoyl)-3-ethoxy-acrylate), C(C)O (ethanol). Run at time 1 hour. The product is ClC1=C(C(=O)C(C(=O)OCC)=CNC2CC2)C=C(C(=C1)Cl)F (ethyl 2-(2,4-dichloro-5-fluoro-benzoyl)-3-cyclopropylamino-acrylate). As a reaction SMILES: [CH:1]1([NH2:4])[CH2:3][CH2:2]1.[Cl:5][C:6]1[CH:21]=[C:20]([Cl:22])[C:19]([F:23])=[CH:18][C:7]=1[C:8]([C:10](=[CH:14][O:15][CH2:16][CH3:17])[C:11]([O-])=O)=[O:9].C([OH:26])C>>[Cl:5][C:6]1[CH:21]=[C:20]([Cl:22])[C:19]([F:23])=[CH:18][C:7]=1[C:8]([C:10](=[CH:11][NH:4][CH:1]1[CH2:3][CH2:2]1)[C:14]([O:15][CH2:16][CH3:17])=[O:26])=[O:9]. Procedure: 4.5 g of cyclopropylamine are added dropwise to a solution of 24.9 g of ethyl(2-(2,4-dichloro-5-fluorobenzoyl)-3-ethoxy-acrylate in 80 ml of ethanol, while cooling with ice and stirring. When the exothermic reaction has subsided, stirring is continued at room temperature for 1 hour, the solvent is stripped off in vacuo and the residue is recrystallized from cyclohexane/petroleum ether. 22.9 g of ethyl 2-(2,4-dichloro-5-fluoro-benzoyl)-3-cyclopropylamino-acrylate of melting point 89°-90° C. are o... Starting materials: [OH-].[NH4+] (ammonium hydroxide), O(C(=O)OC(C)(C)C)C(=O)OC(C)(C)C (BOC2O), CC1=NC=C(C#N)C(=C1)C(F)(F)F (6-Methyl-4-(trifluoromethyl)nicotinonitrile), CCN(C(C)C)C(C)C (DIEA). The reagents and catalysts are [Ni] (Raney nickel). Solvent: C(Cl)Cl (DCM), CO (MeOH). Run at time 48 hour. Yields the product CC1=CC(=C(C=N1)CNC(OC(C)(C)C)=O)C(F)(F)F (tert-butyl ((6-methyl-4-(trifluoromethyl)pyridin-3-yl)methyl)carbamate). Yield: 90.0%. As a reaction SMILES: [CH3:1][C:2]1[CH:9]=[C:8]([C:10]([F:13])([F:12])[F:11])[C:5]([C:6]#[N:7])=[CH:4][N:3]=1.[OH-].[NH4+].CCN(C(C)C)C(C)C.[O:25](C(OC(C)(C)C)=O)[C:26]([O:28][C:29]([CH3:32])([CH3:31])[CH3:30])=O>CO.[Ni].C(Cl)Cl>[CH3:1][C:2]1[N:3]=[CH:4][C:5]([CH2:6][NH:7][C:26](=[O:25])[O:28][C:29]([CH3:32])([CH3:31])[CH3:30])=[C:8]([C:10]([F:11])([F:13])[F:12])[CH:9]=1 |f:1.2|. Reported procedure: 6-Methyl-4-(trifluoromethyl)nicotinonitrile (1.0 equiv.) was dissolved in MeOH (0.1 M), wet Raney nickel was added, followed by ammonium hydroxide (32 equiv.). The reaction vessel was evacuated three times, refilled with hydrogen and then equipped with a hydrogen balloon and stirred at room temperature for 48 h. The mixture was filtered through a short pad of celite which was washed with MeOH. Ethanol was added to remove excess water upon concentration. The volatile solvents were removed to affo... The reactants are CNC(=O)Cc1ccc(Cl)c(CN(C(=O)OC(C)(C)C)C2CC2)c1, ClCCl, Cl, [Na+], [OH-]. Product: CNC(=O)Cc1ccc(Cl)c(CNC2CC2)c1. Reaction SMILES: [C:2]([O:3][C:4](=[O:5])[N:8]([CH:9]1[CH2:10][CH2:11]1)[CH2:12][c:13]1[c:14]([Cl:24])[cH:15][cH:16][c:17]([CH2:19][C:20]([NH:21][CH3:22])=[O:23])[cH:18]1)([CH3:6])([CH3:7])[CH3:25].[Cl:28][CH2:29][Cl:30].[ClH:1].[Na+:27].[OH-:26]>>[NH:8]([CH:9]1[CH2:10][CH2:11]1)[CH2:12][c:13]1[c:14]([Cl:24])[cH:15][cH:16][c:17]([CH2:19][C:20]([NH:21][CH3:22])=[O:23])[cH:18]1.